This data is from the Open Reaction Database (ORD), a public repository of structured organic reaction records. The task is: describe an organic reaction: reactants, conditions, products, and yield Starting materials: C1CCOC1, O=C(Cl)C(=O)Cl, O=C(O)c1cccnc1F, CN(C)C=O. Product: O=C(Cl)c1cccnc1F. As a reaction SMILES: [CH2:22]1[O:23][CH2:24][CH2:25][CH2:26]1.[Cl:11][C:12]([C:13]([Cl:14])=[O:15])=[O:16].[F:1][c:2]1[c:3]([C:4](=[O:5])[OH:6])[cH:7][cH:8][cH:9][n:10]1.[O:17]=[CH:18][N:19]([CH3:20])[CH3:21]>>[F:1][c:2]1[c:3]([C:4](=[O:5])[Cl:11])[cH:7][cH:8][cH:9][n:10]1. Run in CN(C)C=O (DMF), O (water). Procedure: To a solution of 1-methylpiperidin-4-ol (0.095 g, 0.825 mmol) in DMF (2.500 ml) was added NaH (0.041 g, 55% dispersion in mineral oil, 0.945 mmol) at 0° C. After stirring for 30 min at room temperature, the reaction mixture was cooled to 0° C., followed by the addition of 4,6-dichloropyrido[3,2-d]pyrimidine (Intermediate 1, step D) (0.15 g, 0.750 mmol). After stiffing for 2 hours at room temperature, the reaction mixture was diluted with water, and extracted with EtOAc. The organic layers were d... Conditions: time 30 minute. As a reaction SMILES: [CH3:1][N:2]1[CH2:7][CH2:6][CH:5]([OH:8])[CH2:4][CH2:3]1.[H-].[Na+].Cl[C:12]1[C:13]2[N:21]=[C:20]([Cl:22])[CH:19]=[CH:18][C:14]=2[N:15]=[CH:16][N:17]=1>CN(C=O)C.O>[Cl:22][C:20]1[CH:19]=[CH:18][C:14]2[N:15]=[CH:16][N:17]=[C:12]([O:8][CH:5]3[CH2:6][CH2:7][N:2]([CH3:1])[CH2:3][CH2:4]3)[C:13]=2[N:21]=1 |f:1.2|. Starting materials: CN1CCC(CC1)O (1-methylpiperidin-4-ol), [H-].[Na+] (NaH), ClC=1C2=C(N=CN1)C=CC(=N2)Cl (4,6-dichloropyrido[3,2-d]pyrimidine), ClC=1C2=C(N=CN1)C=CC(=N2)Cl (4,6-dichloropyrido[3,2-d]pyrimidine). The product is ClC=1C=CC=2N=CN=C(C2N1)OC1CCN(CC1)C (6-chloro-4-(1-methylpiperidin-4-yloxy)pyrido[3,2-d]pyrimidine). Yield: 43.1%.